This data is from the Open Reaction Database (ORD), a public repository of structured organic reaction records. The task is: describe an organic reaction: reactants, conditions, products, and yield As a reaction SMILES: [NH:1]1[C:9]2[C:4](=[N:5][CH:6]=[CH:7][CH:8]=2)[N:3]=[CH:2]1.[H-].[Na+].Br[CH2:13][C:14]1[CH:32]=[CH:31][C:17]([C:18]([N:20]([CH:26]2[CH2:30][CH2:29][CH2:28][CH2:27]2)[CH:21]2[CH2:25][CH2:24][CH2:23][CH2:22]2)=[O:19])=[CH:16][C:15]=1[O:33][CH3:34]>CN(C)C=O>[CH:26]1([N:20]([CH:21]2[CH2:22][CH2:23][CH2:24][CH2:25]2)[C:18](=[O:19])[C:17]2[CH:31]=[CH:32][C:14]([CH2:13][N:1]3[C:9]4[C:4](=[N:5][CH:6]=[CH:7][CH:8]=4)[N:3]=[CH:2]3)=[C:15]([O:33][CH3:34])[CH:16]=2)[CH2:27][CH2:28][CH2:29][CH2:30]1 |f:1.2|. The product is C1(CCCC1)N(C(C1=CC(=C(C=C1)CN1C=NC2=NC=CC=C21)OC)=O)C2CCCC2 (N, N-dicyclopentyl-4-(1H-imidazo[4,5 -b]pyridin-1-ylmethyl)-3-methoxybenzamide). Run in CN(C=O)C (N,N-dimethylformamide). Reported procedure: To a stirred solution of imidazo[4,5-b]pyridine (350 mg, 2.94 mmol) in N,N-dimethylformamide (25 mL), sodium hydride (118 mg, 60% dispersion in mineral oil, 2.94 mmol) was added. After stirring for 2 hr, 4-bromomethyl-3-methoxy-N,N-dicyclopentyl benzamide (1.4 g, 3.57 mmol) was added in small installments over 10 min. The reaction mixture was stirred under argon at 25° C. After 18 h, the reaction was quenched by adding acetic acid (0.5 mL) and the solvent was removed under reduced pressure at <4... Starting materials: N1C=NC2=NC=CC=C21 (imidazo[4,5-b]pyridine), [H-].[Na+] (sodium hydride), BrCC1=C(C=C(C(=O)N(C2CCCC2)C2CCCC2)C=C1)OC (4-bromomethyl-3-methoxy-N,N-dicyclopentyl benzamide). Run at time 2 hour. Reactants: compound, ClC1=NC=NC2=CC=C(C=C12)O (4-chloro-6-hydroxy-quinazoline), FC1=C(C=CC=C1F)C(C)=O (1-(2,3-difluoro phenyl)ethanone), NC1=NN(C=C1)C (3-amino-1-methyl-1H-pyrazole). Product: FC=1C(=C(C=CC1)C(C)=O)OC=1C=C2C(=NC=NC2=CC1)NC1=NN(C=C1)C (1-[3-Fluoro-2-({4-[(1-methyl-1H-pyrazol-3-yl)amino]-quinazolin-6-yl}oxy)phenyl]ethanone). As a reaction SMILES: F[C:2]1[C:7]([F:8])=[CH:6][CH:5]=[CH:4][C:3]=1[C:9](=[O:11])[CH3:10].[NH2:12][C:13]1[CH:17]=[CH:16][N:15]([CH3:18])[N:14]=1.Cl[C:20]1[C:29]2[C:24](=[CH:25][CH:26]=[C:27]([OH:30])[CH:28]=2)[N:23]=[CH:22][N:21]=1>>[F:8][C:7]1[C:2]([O:30][C:27]2[CH:28]=[C:29]3[C:24](=[CH:25][CH:26]=2)[N:23]=[CH:22][N:21]=[C:20]3[NH:12][C:13]2[CH:17]=[CH:16][N:15]([CH3:18])[N:14]=2)=[C:3]([C:9](=[O:11])[CH3:10])[CH:4]=[CH:5][CH:6]=1. Procedure: The compound of Example 134 was manufactured by the same method as in Example 95, by a similar method thereto or by a combination of such a method with a conventional method using 1-(2,3-difluoro phenyl)ethanone, 3-amino-1-methyl-1H-pyrazole and 4-chloro-6-hydroxy-quinazoline. The reactants are C(=O)O (formic acid), FC(C(=O)O)(F)F (trifluoroacetic acid), Cl.NC1=NC(=NS1)C(C(=O)N[C@H]1[C@@H]2N(C(=C(CS2)C[N+]2(CCN(CC2)C(=O)OC(C)(C)C)C)C(=O)[O-])C1=O)=NOCC(=O)O (7β-[2-(5-amino-1,2,4-thiadiazol-3-yl)-2-carboxymethoxyiminoacetamido]-3-(1-methyl-4-tert-butoxycarbonyl-1-piperazinio)methyl-3-cephem-4-carboxylate hydrochloride). Run in C(C)(=O)OCC (ethyl acetate). Run at time 1.5 hour. Product: NC1=NC(=NS1)C(C(=O)N[C@H]1[C@@H]2N(C(=C(CS2)C[N+]2(CCNCC2)C)C(=O)[O-])C1=O)=NOCC(=O)O (7β-[2-(5-amino-1,2,4-thiadiazol-3-yl)-2-carboxymethoxyiminoacetamido]-3-(1-methyl-1-piperazinio)methyl-3-cephem-4-carboxylate). Isolated yield 33.0%. RXN SMILES: C(O)=O.FC(F)(F)C(O)=O.Cl.[NH2:12][C:13]1[S:17][N:16]=[C:15]([C:18](=[N:49][O:50][CH2:51][C:52]([OH:54])=[O:53])[C:19]([NH:21][C@@H:22]2[C:47](=[O:48])[N:24]3[C:25]([C:44]([O-:46])=[O:45])=[C:26]([CH2:29][N+:30]4([CH3:43])[CH2:35][CH2:34][N:33](C(OC(C)(C)C)=O)[CH2:32][CH2:31]4)[CH2:27][S:28][C@H:23]23)=[O:20])[N:14]=1>C(OCC)(=O)C>[NH2:12][C:13]1[S:17][N:16]=[C:15]([C:18](=[N:49][O:50][CH2:51][C:52]([OH:54])=[O:53])[C:19]([NH:21][C@@H:22]2[C:47](=[O:48])[N:24]3[C:25]([C:44]([O-:46])=[O:45])=[C:26]([CH2:29][N+:30]4([CH3:43])[CH2:31][CH2:32][NH:33][CH2:34][CH2:35]4)[CH2:27][S:28][C@H:23]23)=[O:20])[N:14]=1 |f:2.3|. Procedure: To a mixture of formic acid (10 ml) and trifluoroacetic acid (5 ml) was added 7β-[2-(5-amino-1,2,4-thiadiazol-3-yl)-2-carboxymethoxyiminoacetamido]-3-(1-methyl-4-tert-butoxycarbonyl-1-piperazinio)methyl-3-cephem-4-carboxylate hydrochloride (syn isomer) (5.7 g) at 20° C. under stirring. The stirring was continued for 1.5 hours at the same temperature. The reaction mixture was poured into ethyl acetate (200 ml). The resulting precipietes were collected by filtration, added to water. The mixture wa... The reactants are Cc1ccccc1, Clc1nc2ccccc2[nH]1, NC1CCCCc2ccccc21. The product is c1ccc2c(c1)CCCCC2Nc1nc2ccccc2[nH]1. RXN SMILES: [CH3:23][c:24]1[cH:25][cH:26][cH:27][cH:28][cH:29]1.[Cl:1][c:2]1[nH:3][c:4]2[c:5]([n:6]1)[cH:7][cH:8][cH:9][cH:10]2.[cH:11]1[cH:12][cH:13][cH:14][c:15]2[c:16]1[CH2:17][CH2:18][CH2:19][CH2:20][CH:21]2[NH2:22]>>[c:2]1([NH:22][CH:21]2[c:15]3[cH:14][cH:13][cH:12][cH:11][c:16]3[CH2:17][CH2:18][CH2:19][CH2:20]2)[nH:3][c:4]2[c:5]([n:6]1)[cH:7][cH:8][cH:9][cH:10]2. Starting materials: CCOC(=O)CC(=O)OCC, ClC(Cl)(Cl)Cl, CCO, CCOCC, Cl, [Mg], O=C(Cl)c1ccc(C(F)(F)F)cc1[N+](=O)[O-]. Product: CCOC(=O)C(C(=O)OCC)C(=O)c1ccc(C(F)(F)F)cc1[N+](=O)[O-]. RXN SMILES: [C:2]([CH2:3][C:4](=[O:5])[O:6][CH2:7][CH3:8])(=[O:9])[O:10][CH2:11][CH3:12].[C:38]([Cl:39])([Cl:40])([Cl:41])[Cl:42].[CH3:30][CH2:31][OH:32].[CH3:33][CH2:34][O:35][CH2:36][CH3:37].[ClH:29].[Mg:1].[N+:13](=[O:14])([O-:15])[c:16]1[c:17]([C:18](=[O:19])[Cl:20])[cH:21][cH:22][c:23]([C:25]([F:26])([F:27])[F:28])[cH:24]1>>[C:2]([CH:3]([C:4](=[O:5])[O:6][CH2:7][CH3:8])[C:18]([c:17]1[c:16]([N+:13](=[O:14])[O-:15])[cH:24][c:23]([C:25]([F:26])([F:27])[F:28])[cH:22][cH:21]1)=[O:19])(=[O:9])[O:10][CH2:11][CH3:12]. Reactants: NCC=1C=C(C=CC1)C1=C2CCCN(C2=CC=C1)C(CCCOC1=C(C(=CC=C1)C)C)=O (1-(5-(3-(aminomethyl)phenyl)-3,4-dihydroquinolin-1(2H)-yl)-4-(2,3-dimethylphenoxy)butan-1-one), CC1=C(OCCCC(=O)N2CCCC3=C(C=CC=C23)C=2C=C(CNC(OC(C)(C)C)=O)C=CC2)C=CC=C1C (tert-butyl 3-(1-(4-(2,3-dimethylphenoxy)butanoyl)-1,2,3,4-tetrahydroquinolin-5-yl)benzylcarbamate), CC1=C(OCCCC(=O)N2CCCC3=C(C=CC=C23)C=2C=NN(C2)CC=2C=C(OCCCNC(OC(C)(C)C)=O)C=CC2)C=CC=C1C (tert-butyl 3-(3-((4-(1-(4-(2,3-dimethylphenoxy)butanoyl)-1,2,3,4-tetrahydroquinolin-5-yl)-1H-pyrazol-1-yl)methyl)phenoxy)propylcarbamate). Yields the product NCCCOC=1C=C(CN2N=CC(=C2)C2=C3CCCN(C3=CC=C2)C(CCCOC2=C(C(=CC=C2)C)C)=O)C=CC1 (1-(5-(1-(3-(3-Aminopropoxy)benzyl)-1H-pyrazol-4-yl)-3,4-dihydroquinolin-1(2H)-yl)-4-(2,3-dimethylphenoxy)butan-1-one). Reaction SMILES: NCC1C=C(C2C=CC=C3C=2CCCN3C(=O)CCCOC2C=CC=C(C)C=2C)C=CC=1.CC1C(C)=CC=CC=1OCCCC(N1C2C(=C(C3C=C(C=CC=3)CNC(=O)OC(C)(C)C)C=CC=2)CCC1)=O.[CH3:72][C:73]1[C:118]([CH3:119])=[CH:117][CH:116]=[CH:115][C:74]=1[O:75][CH2:76][CH2:77][CH2:78][C:79]([N:81]1[C:90]2[C:85](=[C:86]([C:91]3[CH:92]=[N:93][N:94]([CH2:96][C:97]4[CH:98]=[C:99]([CH:112]=[CH:113][CH:114]=4)[O:100][CH2:101][CH2:102][CH2:103][NH:104]C(=O)OC(C)(C)C)[CH:95]=3)[CH:87]=[CH:88][CH:89]=2)[CH2:84][CH2:83][CH2:82]1)=[O:80]>>[NH2:104][CH2:103][CH2:102][CH2:101][O:100][C:99]1[CH:98]=[C:97]([CH:114]=[CH:113][CH:112]=1)[CH2:96][N:94]1[CH:95]=[C:91]([C:86]2[CH:87]=[CH:88][CH:89]=[C:90]3[C:85]=2[CH2:84][CH2:83][CH2:82][N:81]3[C:79](=[O:80])[CH2:78][CH2:77][CH2:76][O:75][C:74]2[CH:115]=[CH:116][CH:117]=[C:118]([CH3:119])[C:73]=2[CH3:72])[CH:92]=[N:93]1. Reported procedure: The title compound was prepared using a procedure analogous to 1-(5-(3-(aminomethyl)phenyl)-3,4-dihydroquinolin-1(2H)-yl)-4-(2,3-dimethylphenoxy)butan-1-one except that tert-butyl 3-(1-(4-(2,3-dimethylphenoxy)butanoyl)-1,2,3,4-tetrahydroquinolin-5-yl)benzylcarbamate was replaced with tert-butyl 3-(3-((4-(1-(4-(2,3-dimethylphenoxy)butanoyl)-1,2,3,4-tetrahydroquinolin-5-yl)-1H-pyrazol-1-yl)methyl)phenoxy)propylcarbamate. LCMS, [M+H]+=553.3. Starting materials: [N+](=O)([O-])C=1C=C(C=CC1[N+](=O)[O-])NC(C1=CC=C(C=C1)N1CCCC1)=O (N-(3,4-dinitrophenyl)-4-pyrrolidinylbenzamide), CC1=NNC=C1NC(=O)C1=CC=C(C=O)C=C1 (4-(3-methyl-4-pyrazolyl)aminocarbonylbenzaldehyde). Yields the product CC1=NNC=C1NC(C1=CC=C(C=C1)C1=NC2=C(N1)C=CC(=C2)NC(C2=CC=C(C=C2)N2CCCC2)=O)=O (N-(3-methyl-1H-pyrazol-4-yl)-4-(5-(4-(pyrrolidin-1-yl)benzamido)-1H-benzo[d]imidazol-2-yl)benzamide). RXN SMILES: [N+:1]([C:4]1[CH:5]=[C:6]([NH:13][C:14](=[O:26])[C:15]2[CH:20]=[CH:19][C:18]([N:21]3[CH2:25][CH2:24][CH2:23][CH2:22]3)=[CH:17][CH:16]=2)[CH:7]=[CH:8][C:9]=1[N+:10]([O-])=O)([O-])=O.[CH3:27][C:28]1[C:32]([NH:33][C:34]([C:36]2[CH:43]=[CH:42][C:39]([CH:40]=O)=[CH:38][CH:37]=2)=[O:35])=[CH:31][NH:30][N:29]=1>>[CH3:27][C:28]1[C:32]([NH:33][C:34](=[O:35])[C:36]2[CH:43]=[CH:42][C:39]([C:40]3[NH:10][C:9]4[CH:8]=[CH:7][C:6]([NH:13][C:14](=[O:26])[C:15]5[CH:20]=[CH:19][C:18]([N:21]6[CH2:25][CH2:24][CH2:23][CH2:22]6)=[CH:17][CH:16]=5)=[CH:5][C:4]=4[N:1]=3)=[CH:38][CH:37]=2)=[CH:31][NH:30][N:29]=1. Reported procedure: Compound 232 was prepared according to the procedure similar to that described in Scheme III from N-(3,4-dinitrophenyl)-4-pyrrolidinylbenzamide and 4-(3-methyl-4-pyrazolyl)aminocarbonylbenzaldehyde. [M+H]+ calcd for C29H27N7O2: 506.23; found: 506.25. Starting materials: [BH3-]C#N, COC(=O)Cc1cccc(Oc2ccc(Br)cc2C=O)c1, CC(=O)O, ClCCl, NC(CO)Cc1ccccc1, [Na+]. The product is COC(=O)Cc1cccc(Oc2ccc(Br)cc2CNC(CO)Cc2ccccc2)c1. As a reaction SMILES: [C:33]([BH3-:34])#[N:35].[CH3:1][O:2][C:3]([CH2:4][c:5]1[cH:6][c:7]([O:11][c:12]2[c:13]([CH:19]=[O:20])[cH:14][c:15]([Br:18])[cH:16][cH:17]2)[cH:8][cH:9][cH:10]1)=[O:21].[CH3:37][C:38](=[O:39])[OH:40].[Cl:41][CH2:42][Cl:43].[NH2:22][CH:23]([CH2:24][OH:25])[CH2:26][c:27]1[cH:28][cH:29][cH:30][cH:31][cH:32]1.[Na+:36]>>[CH3:1][O:2][C:3]([CH2:4][c:5]1[cH:6][c:7]([O:11][c:12]2[c:13]([CH2:19][NH:22][CH:23]([CH2:24][OH:25])[CH2:26][c:27]3[cH:28][cH:29][cH:30][cH:31][cH:32]3)[cH:14][c:15]([Br:18])[cH:16][cH:17]2)[cH:8][cH:9][cH:10]1)=[O:21].